Dataset: the Open Reaction Database (ORD), a public repository of structured organic reaction records. Task: describe an organic reaction: reactants, conditions, products, and yield Starting materials: OC1=CC=C(C=O)C=C1 (4-Hydroxybenzaldehyde), FC1=CC(=C(C=C1)[N+](=O)[O-])C (4-fluoro-2-methyl-1-nitrobenzene), C(=O)([O-])[O-].[K+].[K+] (K2CO3). The solvent is CN(C=O)C (dimethylformamide), C(C)OC(C)=O (ethylacetate). The product is CC=1C=C(C=CC1[N+](=O)[O-])OC1=CC=C(C=O)C=C1 (4-[(3-methyl-4-nitrophenyl)oxy]benzaldehyde). Yield: 104.5%. As a reaction SMILES: [OH:1][C:2]1[CH:9]=[CH:8][C:5]([CH:6]=[O:7])=[CH:4][CH:3]=1.F[C:11]1[CH:16]=[CH:15][C:14]([N+:17]([O-:19])=[O:18])=[C:13]([CH3:20])[CH:12]=1.C([O-])([O-])=O.[K+].[K+]>CN(C)C=O.C(OC(=O)C)C>[CH3:20][C:13]1[CH:12]=[C:11]([O:1][C:2]2[CH:9]=[CH:8][C:5]([CH:6]=[O:7])=[CH:4][CH:3]=2)[CH:16]=[CH:15][C:14]=1[N+:17]([O-:19])=[O:18] |f:2.3.4|. Reported procedure: 4-Hydroxybenzaldehyde (945 mg, 7.7 mmol), 4-fluoro-2-methyl-1-nitrobenzene (1.0 g, 6.4 mmol), and K2CO3 (1.77 g, 12.8 mmol) were stirred in 55 mL dimethylformamide at 100 degrees Centigrade for 18 hours. The reaction was cooled to room temperature, diluted with ethylacetate, extracted two times with 1N NaOH, and rinsed with brine. The organic layer was dried over MgSO4, filtered and concentrated to afford 1.72 g crude 4-[(3-methyl-4-nitrophenyl)oxy]benzaldehyde, which was used without further pu... Reactants: C1=CC=C2C=CC=C3C4=CC=CC5=CC=CC(C1=C23)=C45 (perylene), C1CC(=O)N(C1=O)Br (NBS), O (H2O). The solvent is CN(C)C=O (DMF), CN(C)C=O (DMF). Reaction conditions: time 24 hour. Product: BrC=1C=CC=2C=3C=CC=C4C=CC=C(C5=CC=CC1C52)C43 (3-bromoperylene). Yield: 56.5%. As a reaction SMILES: [CH:1]1[C:18]2=[C:19]3[C:8]([C:9]4[C:20]5[C:13](=[CH:14][CH:15]=[CH:16][C:17]2=5)[CH:12]=[CH:11][CH:10]=4)=[CH:7][CH:6]=[CH:5][C:4]3=[CH:3][CH:2]=1.C1C(=O)N([Br:28])C(=O)C1.O>CN(C=O)C>[Br:28][C:14]1[CH:15]=[CH:16][C:17]2[C:18]3[CH:1]=[CH:2][CH:3]=[C:4]4[C:19]=3[C:8]([C:9]3[C:20]=2[C:13]=1[CH:12]=[CH:11][CH:10]=3)=[CH:7][CH:6]=[CH:5]4. Procedure details: Following the scheme shown in FIG. 18, perylene (252 mg, 1 mmol) was dissolved in DMF (45 ml), and a solution of NBS (178 mg) dissolved in DMF (10 ml) was added gradually. This was agitated at room temperature for 24 hours. H2O (200 ml) was added, and the product was precipitated and suction filtered. The product was recrystallized with hexane to obtain yellow-brown compound (1) (187 mg, mixture). Reactants: CC1=C(C=2C(=NC=CC2)N1)C(=O)OC(C)(C)C (tert-butyl 2-methyl-1H-pyrrolo[2,3-b]pyridine-3-carboxylate), BrC(C(=O)C1CC1)C (2-bromo-1-cyclopropylpropan-1-one), C(=O)([O-])[O-].[Cs+].[Cs+] (Cs2CO3). The solvent is CN(C)C=O (DMF). Product: C1(CC1)C(C(C)N1C(=C(C=2C1=NC=CC2)C(=O)OC(C)(C)C)C)=O (tert-butyl 1-(1-cyclopropyl-1-oxopropan-2-yl)-2-methyl-1H-pyrrolo[2,3-b]pyridine-3-carboxylate). Yield: 54.0%. As a reaction SMILES: [CH3:1][C:2]1[NH:10][C:5]2=[N:6][CH:7]=[CH:8][CH:9]=[C:4]2[C:3]=1[C:11]([O:13][C:14]([CH3:17])([CH3:16])[CH3:15])=[O:12].Br[CH:19]([CH3:25])[C:20]([CH:22]1[CH2:24][CH2:23]1)=[O:21].C([O-])([O-])=O.[Cs+].[Cs+]>CN(C=O)C>[CH:22]1([C:20](=[O:21])[CH:19]([N:10]2[C:5]3=[N:6][CH:7]=[CH:8][CH:9]=[C:4]3[C:3]([C:11]([O:13][C:14]([CH3:17])([CH3:16])[CH3:15])=[O:12])=[C:2]2[CH3:1])[CH3:25])[CH2:24][CH2:23]1 |f:2.3.4|. Procedure details: The solution of tert-butyl 2-methyl-1H-pyrrolo[2,3-b]pyridine-3-carboxylate (300.00 mg, 1.29 mmol), 2-bromo-1-cyclopropylpropan-1-one (342.98 mg, 1.94 mmol), Cs2CO3 (841.63 mg, 2.58 mmol), KI (42.88 mg, 0.26 mmol) in DMF (4 ml) were stirred at 25° C. for 18 h. After the reaction completed, the solution was partitioned between EtOAc and H2O. The organic layer was separated, dried over Na2SO4 and evaporated under reduced pressure. The residue was purified by flash column (Eluent: PE:EtOAc=10:1) to... The product is NC(=O)c1[nH]c2ccccc2c1-c1ccc(NS(=O)(=O)c2cc(C(F)(F)F)ccc2F)cc1. Reaction SMILES: [F:1][c:2]1[c:3]([S:12](=[O:13])(=[O:14])[Cl:15])[cH:4][c:5]([C:8]([F:9])([F:10])[F:11])[cH:6][cH:7]1.[NH2:16][c:17]1[cH:18][cH:19][c:20](-[c:23]2[c:24]([C:32](=[O:33])[NH2:34])[nH:25][c:26]3[cH:27][cH:28][cH:29][cH:30][c:31]23)[cH:21][cH:22]1.[OH2:35].[cH:36]1[cH:37][cH:38][n:39][cH:40][cH:41]1>>[F:1][c:2]1[c:3]([S:12](=[O:13])(=[O:14])[NH:16][c:17]2[cH:18][cH:19][c:20](-[c:23]3[c:24]([C:32](=[O:33])[NH2:34])[nH:25][c:26]4[cH:27][cH:28][cH:29][cH:30][c:31]34)[cH:21][cH:22]2)[cH:4][c:5]([C:8]([F:9])([F:10])[F:11])[cH:6][cH:7]1. Reactants: O=S(=O)(Cl)c1cc(C(F)(F)F)ccc1F, NC(=O)c1[nH]c2ccccc2c1-c1ccc(N)cc1, O, c1ccncc1.